From a dataset of the Open Reaction Database (ORD), a public repository of structured organic reaction records. describe an organic reaction: reactants, conditions, products, and yield The reactants are C(C1=CC=C(C(=O)OC)C=C1)(=O)OC (dimethyl terephthalate), C1=C(C=CC2=CC(=CC=C12)C(=O)OC)C(=O)OC (dimethyl naphthalene-2,6-dicarboxylate), ester, O=[Sb]O[Sb]=O (antimony trioxide), polyester, C(C1=CC=C(C(=O)O)C=C1)(=O)O (terephthalic acid). Run in C(CO)O (ethylene glycol). The product is C1=C(C=CC2=CC(=CC=C12)C(=O)O)C(=O)O (naphthalene-2,6-dicarboxylic acid). As a reaction SMILES: C(OC)(=O)C1C=CC(C(OC)=O)=CC=1.[CH:15]1[C:24]2[C:19](=[CH:20][C:21]([C:25]([O:27]C)=[O:26])=[CH:22][CH:23]=2)[CH:18]=[CH:17][C:16]=1[C:29]([O:31]C)=[O:30].O=[Sb]O[Sb]=O.C(O)(=O)C1C=CC(C(O)=O)=CC=1>C(O)CO>[CH:15]1[C:24]2[C:19](=[CH:20][C:21]([C:25]([OH:27])=[O:26])=[CH:22][CH:23]=2)[CH:18]=[CH:17][C:16]=1[C:29]([OH:31])=[O:30]. Procedure: The ester exchange reaction was carried out according to a conventional method in a mixture of 100 weight % dimethyl terephthalate, 14 weight % dimethyl naphthalene-2,6-dicarboxylate and 80 weight % ethylene glycol. The resulting mixture was mixed with 0.05 weight % antimony trioxide and gradually heated and evacuated. Polymerization was carried out at 280° C. and 0.5 mmHg. Thus, modified polyester containing a terephthalic acid and naphthalene-2,6-dicarboxylic acid unit (90/10, mol ratio) was o... Starting materials: C(CCC)N1C(NC(C1=O)CC1=CC=C(C=C1)C1OC=CO1)=O (3-n-Butyl-5-[4-(1,3-dioxol-2-yl)benzyl] hydantoin), C1(=CC=C(C=C1)S(=O)(=O)O)C (p-toluene sulphonic acid). Solvent: CC(=O)C (acetone). Yields the product C(CCC)N1C(NC(C1=O)CC1=CC=C(C=C1)C=O)=O (3-n-butyl-5-(4-formylbenzyl) hydantoin). Reaction SMILES: [CH2:1]([N:5]1[C:9](=[O:10])[CH:8]([CH2:11][C:12]2[CH:17]=[CH:16][C:15]([CH:18]3OC=C[O:19]3)=[CH:14][CH:13]=2)[NH:7][C:6]1=[O:23])[CH2:2][CH2:3][CH3:4].C1(C)C=CC(S(O)(=O)=O)=CC=1>CC(C)=O>[CH2:1]([N:5]1[C:9](=[O:10])[CH:8]([CH2:11][C:12]2[CH:13]=[CH:14][C:15]([CH:18]=[O:19])=[CH:16][CH:17]=2)[NH:7][C:6]1=[O:23])[CH2:2][CH2:3][CH3:4]. Procedure: 3-n-Butyl-5-[4-(1,3-dioxol-2-yl)benzyl] hydantoin (5.5 g., 0.017 mole) was dissolved in acetone (150 ml.) and stirred overnight at room temperature with p-toluene sulphonic acid (0.5 g). The acetone was evaporated off in vacuo and the residual oily solid partitioned between water and chloroform. The chloroform phase was washed with sodium carbonate solution (2% W/V), then evaporated in vacuo to give a yellow oil which slowly crystallised and was recrystallised from petroleum ether 60/80° C./ethy... Starting materials: material, CC1=NN=C(O1)SCC1=[N+](C=C(C(=C1C)OC)C)[O-] (2-(5-methyl-1,3,4-oxadiazol-2-yl)thiomethyl-3,5-dimethyl-4-methoxypyridine-N-oxide), CC1=NN=C(O1)S(=O)CC1=[N+](C=C(C(=C1C)OC)C)[O-] (2-(5-methyl-1,3,4-oxadiazol-2-yl)sulfinylmethyl-3,5-dimethyl-4-methoxypyridine-N-oxide). Product: CC=1C(=NC=C(C1OC)C)CS(=O)C=1OC(=NN1)C (2-(3,5-dimethyl-4-methoxy-2-pyridyl)methylsulfinyl-5-methyl-1,3,4-oxadiazole). Reaction SMILES: CC1OC(SCC2C(C)=C(OC)C(C)=C[N+]=2[O-])=NN=1.[CH3:20][C:21]1[O:25][C:24]([S:26]([CH2:28][C:29]2[C:34]([CH3:35])=[C:33]([O:36][CH3:37])[C:32]([CH3:38])=[CH:31][N+:30]=2[O-])=[O:27])=[N:23][N:22]=1>>[CH3:35][C:34]1[C:29]([CH2:28][S:26]([C:24]2[O:25][C:21]([CH3:20])=[N:22][N:23]=2)=[O:27])=[N:30][CH:31]=[C:32]([CH3:38])[C:33]=1[O:36][CH3:37]. Reported procedure: The organic layer was separated and the aqueous layer was extracted with CH2Cl2 (3×50 ml), dried (Mg2SO4) and the solvent evaporated in vacuo. The residue was purified by silica gel chromatography using ethyl acetate to CH2Cl2 /MeOH (20/1) to give 2-(3,5-dimethyl-4-methoxy-2-pyridyl)methylsulfinyl-5-methyl-1,3,4-oxadiazole (70) (5.44 g, 19%, mp 114°-115° C.) along with unreacted starting material (3.82 g) and the N-oxidized products 2-(5-methyl-1,3,4-oxadiazol-2-yl)thiomethyl-3,5-dimethyl-4-meth...